Dataset: the Open Reaction Database (ORD), a public repository of structured organic reaction records. Task: describe an organic reaction: reactants, conditions, products, and yield The reactants are ClCC(=O)C=1C=C(C(O)=CC1)O (4-chloroacetyl-catechol), C(=O)[O-].[Na+] (sodium formate), [Na] (sodium), [Cl-] (chloride), Cl (hydrochloric acid). Solvent: C(=O)O (formic acid), O (water). Run at temperature 100 celsius. Yields the product OCC(=O)C=1C=C(C(O)=CC1)O (4-hydroxyacetyl-catechol). Yield: 95.9%. Reaction SMILES: Cl[CH2:2][C:3]([C:5]1[CH:6]=[C:7]([OH:12])[C:8](=[CH:10][CH:11]=1)[OH:9])=[O:4].C([O-])=[O:14].[Na+].Cl.[Na].[Cl-]>C(O)=O.O>[OH:14][CH2:2][C:3]([C:5]1[CH:6]=[C:7]([OH:12])[C:8](=[CH:10][CH:11]=1)[OH:9])=[O:4] |f:1.2,^1:17|. Procedure: A 1 liter reactor equipped with a reflux condenser and magnetic stirring bar was charged under argon with 50.5 g of 4-chloroacetyl-catechol of a purity of ca. 99%, 500 ml of water, 28 g of sodium formate and 15.5 ml (˜19 g) of formic acid. The stirred mixture was heated under reflux (˜100° C.) for 22 hours. The solution was cooled to about 25° C. and acidified by addition of 36.6 g of conc. hydrochloric acid (37%) resulting in a pH of about 0.5. The mixture was extracted with ethyl acetate, once... Reactants: CN1N=CC=C1C1=CC=C(C=O)C=C1 (4-(1-methyl-1H-pyrazol-5-yl)benzaldehyde), N1(N=CC=C1)C1=CC=C(C=O)C=C1 (4-(1H-pyrazol-1-yl)-benzaldehyde). Reported procedure: The title compound was prepared by a procedure analogous to Reference Example 30 by substituting 4-(1-methyl-1H-pyrazol-5-yl)benzaldehyde (prepared as described in J. Med. Chem. 1998, 41, 2390) for the 4-(1H-pyrazol-1-yl)-benzaldehyde of Reference Example 30. MS 213 (M+H)+. Yields the product CN1N=CC=C1C1=CC=C(C=C1)C=CC=O (3-[4-(1-Methyl-1H-pyrazol-5-yl)phenyl]-2-propenal). As a reaction SMILES: [CH3:1][N:2]1[C:6]([C:7]2[CH:14]=[CH:13][C:10]([CH:11]=O)=[CH:9][CH:8]=2)=[CH:5][CH:4]=[N:3]1.N1(C2C=C[C:23]([CH:24]=[O:25])=CC=2)C=CC=N1>>[CH3:1][N:2]1[C:6]([C:7]2[CH:14]=[CH:13][C:10]([CH:11]=[CH:23][CH:24]=[O:25])=[CH:9][CH:8]=2)=[CH:5][CH:4]=[N:3]1. Reactants: C[Al](C)C.[NH4+].[Cl-] (AlMe3 NH4Cl), OC1(N=C(SC1)NC=1C=C(SC1SC)C(=N)N)C(F)(F)F (4-{[4-Hydroxy-4-(trifluoromethyl)(1,3-thiazolin-2-yl)]amino}-5-methylthiothiophene-2-carboxamidine), OC1(N=C(SC1)NC=1C=C(SC1C)C(=S)OC)C(F)(F)F (methyl 4-{[4-hydroxy-4-(trifluoromethyl)(1,3-thiazolin-2-yl)]amino}-5-methylthiothiophene-2-carboxylate). Yields the product N (NH3), OC1(N=C(SC1)NC=1C=C(SC1SC)C(=N)N)C(F)(F)F (4-{[4-hydroxy-4-(trifluoromethyl)(1,3-thiazolin-2-yl)]amino}-5-methylthiothiophene-2-carboxamidine). The yield is 28.0%. RXN SMILES: [OH:1][C:2]1([C:18]([F:21])([F:20])[F:19])[CH2:6][S:5][C:4]([NH:7][C:8]2[CH:9]=[C:10]([C:15]([NH2:17])=[NH:16])[S:11][C:12]=2[S:13][CH3:14])=[N:3]1.OC1(C(F)(F)F)CSC(NC2C=C(C(OC)=S)SC=2C)=N1.C[Al](C)C.[NH4+].[Cl-]>>[NH3:3].[OH:1][C:2]1([C:18]([F:20])([F:21])[F:19])[CH2:6][S:5][C:4]([NH:7][C:8]2[CH:9]=[C:10]([C:15]([NH2:17])=[NH:16])[S:11][C:12]=2[S:13][CH3:14])=[N:3]1 |f:2.3.4|. Procedure: 4-{[4-Hydroxy-4-(trifluoromethyl)(1,3-thiazolin-2-yl)]amino}-5-methylthiothiophene-2-carboxamidine: Using a procedure similar to Example 154, step (b), 40 mg (0.11 mmol) of methyl 4-{[4-hydroxy-4-(trifluoromethyl)(1,3-thiazolin-2-yl)]amino}-5-methylthiothiophene-2-carboxylate was allowed to react with 8 equiv (0.89 mmol) of the AlMe3/NH4Cl reagent and purified by preparative thin layer chromatography 20%-MeOH—CHCl3-sat'd. NH3, 500 μm SiO2 plate) to afford 11 mg (28%) of 4-{[4-hydroxy-4-(trifluor... Product: C12(CC3CC(CC(C1)C3)C2)C(CC(=O)O)NC2=NC(=NC=C2F)C2=CNC3=NC=C(C=C32)F ((+/−)-3-(1-Adamantyl)-3-[[5-fluoro-2-(5-fluoro-1H-pyrrolo[2,3-b]pyridin-3-yl)pyrimidin-4-yl]amino]propionic acid). The reactants are FC=1C(=NC(=NC1)C1=CNC2=NC=C(C=C21)F)NC(CC(=O)O)C2(CCCCC2)C (3-(5-fluoro-2-(5-fluoro-1H-pyrrolo[2,3-b]pyridin-3-yl)pyrimidin-4-ylamino)-3-(1-methylcyclohexyl)propanoic acid), C(=O)O (formic acid), C(C)#N (ACN). As a reaction SMILES: [F:1][C:2]1[C:3]([NH:18][CH:19]([C:24]2([CH3:30])[CH2:29][CH2:28][CH2:27][CH2:26][CH2:25]2)[CH2:20][C:21]([OH:23])=[O:22])=[N:4][C:5]([C:8]2[C:16]3[C:11](=[N:12][CH:13]=[C:14]([F:17])[CH:15]=3)[NH:10][CH:9]=2)=[N:6][CH:7]=1.[CH:31](O)=O.[C:34](#N)[CH3:35]>>[C:24]12([CH:19]([NH:18][C:3]3[C:2]([F:1])=[CH:7][N:6]=[C:5]([C:8]4[C:16]5[C:11](=[N:12][CH:13]=[C:14]([F:17])[CH:15]=5)[NH:10][CH:9]=4)[N:4]=3)[CH2:20][C:21]([OH:23])=[O:22])[CH2:30][CH:34]3[CH2:35][CH:28]([CH2:27][CH:26]([CH2:31]3)[CH2:25]1)[CH2:29]2. Reported procedure: Compound 86 was synthesized in a manner similar to 3-(5-fluoro-2-(5-fluoro-1H-pyrrolo[2,3-b]pyridin-3-yl)pyrimidin-4-ylamino)-3-(1-methylcyclohexyl)propanoic acid, 78, using adamantine-1-carbaldehyde as the starting material: 1H NMR (400 MHz, CD3OD) δ 8.75 (dd, J=9.7, 2.7 Hz, 1H), 8.18 (s, 2H), 8.00 (d, J=4.2 Hz, 1H), 2.81 (dd, J=15.2, 3.1 Hz, 1H), 2.55 (dd, J=15.2, 10.8 Hz, 1H), 2.00 (m, 3H), 1.82-1.49 (m, 12H); LCMS Gradient 10-90%, 0.1% formic acid, 5 minutes, C18/ACN, Retention Time=2.40 min... Reactants: COC(=O)CS(=O)(=O)Cl, ClCCl, Nc1ccc(F)cc1C(F)(F)F, c1ccncc1. The product is COC(=O)CS(=O)(=O)Nc1ccc(F)cc1C(F)(F)F. As a reaction SMILES: [CH3:13][O:14][C:15]([CH2:16][S:17](=[O:18])(=[O:19])[Cl:20])=[O:21].[Cl:28][CH2:29][Cl:30].[F:1][c:2]1[cH:3][c:4]([C:9]([F:10])([F:11])[F:12])[c:5]([NH2:6])[cH:7][cH:8]1.[cH:22]1[cH:23][cH:24][n:25][cH:26][cH:27]1>>[F:1][c:2]1[cH:3][c:4]([C:9]([F:10])([F:11])[F:12])[c:5]([NH:6][S:17]([CH2:16][C:15]([O:14][CH3:13])=[O:21])(=[O:18])=[O:19])[cH:7][cH:8]1. As a reaction SMILES: COC1C=CC(O)=CC=1.BrCCCCCCCCCO.[CH3:21][O:22][C:23]1[CH:39]=[CH:38][C:26]([O:27][CH2:28][CH2:29][CH2:30][CH2:31][CH2:32][CH2:33][CH2:34][CH2:35][CH2:36][OH:37])=[CH:25][CH:24]=1.COC1C=CC(OCCCCCCCCC(O)=O)=CC=1.Cl.Cl.[CH2:62]([O:69][C:70](=[O:78])[CH2:71][C@@H:72]([NH2:77])[CH2:73][N:74]([CH3:76])[CH3:75])[C:63]1[CH:68]=[CH:67][CH:66]=[CH:65][CH:64]=1>>[CH2:62]([O:69][C:70](=[O:78])[CH2:71][C@@H:72]([NH:77][C:36](=[O:37])[CH2:35][CH2:34][CH2:33][CH2:32][CH2:31][CH2:30][CH2:29][CH2:28][O:27][C:26]1[CH:38]=[CH:39][C:23]([O:22][CH3:21])=[CH:24][CH:25]=1)[CH2:73][N:74]([CH3:75])[CH3:76])[C:63]1[CH:68]=[CH:67][CH:66]=[CH:65][CH:64]=1 |f:4.5.6|. Reactants: COC1=CC=C(C=C1)O (4-methoxy-phenol), COC1=CC=C(OCCCCCCCCC(=O)O)C=C1 (9-(4-methoxy-phenoxy)-nonanoic acid), Cl.Cl.C(C1=CC=CC=C1)OC(C[C@H](CN(C)C)N)=O ((R)-3-amino-4-dimethylamino-butyric acid benzyl ester dihydrochloride), BrCCCCCCCCCO (9-bromo-1-nonanol), COC1=CC=C(OCCCCCCCCCO)C=C1 (9-(4-methoxy-phenoxy)-nonan-1-ol). Product: C(C1=CC=CC=C1)OC(C[C@H](CN(C)C)NC(CCCCCCCCOC1=CC=C(C=C1)OC)=O)=O ((R)-4-dimethylamino-3-[9-(4-methoxy-phenoxy)-nonanoylamino]-butyric acid benzyl ester). Procedure: The title compound, m/e=409.5 ([M+H]+), was produced in analogy with example 18, steps 1 to 4. Thus, 4-methoxy-phenol was alkylated in step 1 with 9-bromo-1-nonanol, leading to 9-(4-methoxy-phenoxy)-nonan-1-ol, which was oxidized in step 2 to 9-(4-methoxy-phenoxy)-nonanoic acid. This was coupled in step 3 with (R)-3-amino-4-dimethylamino-butyric acid benzyl ester dihydrochloride to produce (R)-4-dimethylamino-3-[9-(4-methoxy-phenoxy)-nonanoylamino]-butyric acid benzyl ester, which was hydrogenat... Reactants: BrCCCC (1-bromobutane), S1C=C(C=C1)CO (3-thiophenemethanol), hexane CH2Cl2(dichloromethane), [H-].[Na+] (sodium hydride), [H][H] (hydrogen). The solvent is CN(C=O)C (DMF), CN(C=O)C (DMF), CN(C=O)C (N,N-dimethylformamide), O (water). Conditions: time 4 hour. The product is C(CCC)OCC1=CSC=C1 (3-Butoxymethylthiophene). RXN SMILES: [H-].[Na+].[S:3]1[CH:7]=[CH:6][C:5]([CH2:8][OH:9])=[CH:4]1.[H][H].Br[CH2:13][CH2:14][CH2:15][CH3:16]>CN(C)C=O.O>[CH2:13]([O:9][CH2:8][C:5]1[CH:6]=[CH:7][S:3][CH:4]=1)[CH2:14][CH2:15][CH3:16] |f:0.1|. Procedure: To a stirred suspension of sodium hydride (NaH) (2.63 grams, 66 mmol, 60 percent dispersion in oil) in anhydrous N,N-dimethylformamide (DMF) (15 milliliters) was added dropwise a solution of 3-thiophenemethanol (5.105 grams, 43.8 mmol) in DMF (15 milliliters). The reaction mixture was stirred until the evolution of hydrogen ceased (about 0.5 hour). To the resulting suspension, 1-bromobutane (10.3 grams, 75 mmol) in DMF (15 milliliters) was added dropwise and then stirred at room temperature for ...